Dataset: the Open Reaction Database (ORD), a public repository of structured organic reaction records. Task: describe an organic reaction: reactants, conditions, products, and yield Starting materials: CCO, CC1(c2cnc(Cn3ccc([N+](=O)[O-])n3)o2)OCCO1, [Cl-], [Fe], N#N, [NH4+], O. The product is CC1(c2cnc(Cn3ccc(N)n3)o2)OCCO1. RXN SMILES: [CH3:25][CH2:26][OH:27].[CH3:3][C:4]1([c:9]2[cH:10][n:11][c:12]([CH2:14][n:15]3[n:16][c:17]([N+:20]([O-:21])=[O:22])[cH:18][cH:19]3)[o:13]2)[O:5][CH2:6][CH2:7][O:8]1.[Cl-:23].[Fe:29].[N:1]#[N:2].[NH4+:24].[OH2:28]>>[CH3:3][C:4]1([c:9]2[cH:10][n:11][c:12]([CH2:14][n:15]3[n:16][c:17]([NH2:20])[cH:18][cH:19]3)[o:13]2)[O:5][CH2:6][CH2:7][O:8]1.